This data is from the Open Reaction Database (ORD), a public repository of structured organic reaction records. The task is: describe an organic reaction: reactants, conditions, products, and yield Product: COc1ccc2nccc(Br)c2c1. RXN SMILES: [O:18]=[CH:19][N:20]([CH3:21])[CH3:22].[OH:1][c:2]1[cH:3][cH:4][n:5][c:6]2[cH:7][cH:8][c:9]([O:12][CH3:13])[cH:10][c:11]12.[P:14]([Br:15])([Br:16])[Br:17]>>[c:2]1([Br:15])[cH:3][cH:4][n:5][c:6]2[cH:7][cH:8][c:9]([O:12][CH3:13])[cH:10][c:11]12. Reactants: CN(C)C=O, COc1ccc2nccc(O)c2c1, BrP(Br)Br. Reactants: CCCCN(Cc1ccc(OCC(=O)OCC)c(C)c1)c1cncc(-c2ccc(C)cc2)n1, CO, [Na+], C1CCOC1, [OH-]. Reaction SMILES: [CH2:1]([CH2:2][CH2:3][CH3:4])[N:5]([c:6]1[n:7][c:8](-[c:12]2[cH:13][cH:14][c:15]([CH3:18])[cH:16][cH:17]2)[cH:9][n:10][cH:11]1)[CH2:19][c:20]1[cH:21][c:22]([CH3:33])[c:23]([O:24][CH2:25][C:26](=[O:27])[O:28][CH2:29][CH3:30])[cH:31][cH:32]1.[CH3:36][OH:37].[Na+:35].[O:38]1[CH2:39][CH2:40][CH2:41][CH2:42]1.[OH-:34]>>[CH2:1]([CH2:2][CH2:3][CH3:4])[N:5]([c:6]1[n:7][c:8](-[c:12]2[cH:13][cH:14][c:15]([CH3:18])[cH:16][cH:17]2)[cH:9][n:10][cH:11]1)[CH2:19][c:20]1[cH:21][c:22]([CH3:33])[c:23]([O:24][CH2:25][C:26](=[O:27])[OH:28])[cH:31][cH:32]1. Yields the product CCCCN(Cc1ccc(OCC(=O)O)c(C)c1)c1cncc(-c2ccc(C)cc2)n1. Starting materials: Cl (HCl), 3a, N(=O)[O-].[Na+] (NaNO2), O=S(Cl)Cl (SOCl2), ClC=1C(=CC(=C(N)C1)[N+](=O)[O-])F (5-chloro-4-fluoro-2-nitroaniline). Reagents/catalysts: Cl[Cu] (CuCl). Solvent: O (water). Product: ClC=1C(=CC(=C(C1)S(=O)(=O)Cl)[N+](=O)[O-])F (5-Chloro-4-fluoro-2-nitro-benzenesulfonyl chloride). The yield is 105.3%. As a reaction SMILES: [O:1]=[S:2]([Cl:4])Cl.[Cl:5][C:6]1[C:7]([F:16])=[CH:8][C:9]([N+:13]([O-:15])=[O:14])=[C:10]([CH:12]=1)N.N([O-])=[O:18].[Na+].Cl>O.Cl[Cu]>[Cl:5][C:6]1[C:7]([F:16])=[CH:8][C:9]([N+:13]([O-:15])=[O:14])=[C:10]([S:2]([Cl:4])(=[O:1])=[O:18])[CH:12]=1 |f:2.3|. Procedure details: In a similar fashion using route 3a general procedure 10, SOCl2 (2.8 ml, 28.8 mmol) in water (15 ml), CuCl (26 mg, 0.26 mmol), 5-chloro-4-fluoro-2-nitroaniline (1 g, 5.2 mmol), NaNO2 (522 mg, 7.5 mmol) and conc. HCl (10 ml) gave the title compound (1.5 g) which was used in the next step without further purification. The structure was confirmed by 1H NMR.